From a dataset of the Open Reaction Database (ORD), a public repository of structured organic reaction records. describe an organic reaction: reactants, conditions, products, and yield The product is Cc1cc(C2CCC(=O)CC2)cn(C)c1=O. As a reaction SMILES: [CH3:16][I:17].[CH3:1][c:2]1[c:3](=[O:15])[nH:4][cH:5][c:6]([CH:8]2[CH2:9][CH2:10][C:11](=[O:14])[CH2:12][CH2:13]2)[cH:7]1>>[CH3:1][c:2]1[c:3](=[O:15])[n:4]([CH3:16])[cH:5][c:6]([CH:8]2[CH2:9][CH2:10][C:11](=[O:14])[CH2:12][CH2:13]2)[cH:7]1. The reactants are CI, Cc1cc(C2CCC(=O)CC2)c[nH]c1=O. The reactants are C(C1=CC=CC=C1)N1C2CN(CC2(CC1)F)C(=O)OCC (ethyl 2-benzyl-5-fluoro-2,7-diazabicyclo[3.3.0]octane-7-carboxylate), [H-].[Al+3].[Li+].[H-].[H-].[H-] (lithium aluminum hydride), [OH-].[K+] (potassium hydroxide), O (water), O (water). Run in O1CCCC1 (tetrahydrofuran), O1CCCC1 (tetrahydrofuran). Product: C(C1=CC=CC=C1)N1C2CN(CC2(CC1)F)C (2-Benzyl5-fluoro-7-methyl-2,7-diazabicyclo[3.3.0]-octane). RXN SMILES: [CH2:1]([N:8]1[CH2:15][CH2:14][C:13]2([F:16])[CH:9]1[CH2:10][N:11]([C:17](OCC)=O)[CH2:12]2)[C:2]1[CH:7]=[CH:6][CH:5]=[CH:4][CH:3]=1.[H-].[Al+3].[Li+].[H-].[H-].[H-].O.[OH-].[K+]>O1CCCC1>[CH2:1]([N:8]1[CH2:15][CH2:14][C:13]2([F:16])[CH:9]1[CH2:10][N:11]([CH3:17])[CH2:12]2)[C:2]1[CH:3]=[CH:4][CH:5]=[CH:6][CH:7]=1 |f:1.2.3.4.5.6,8.9|. Procedure details: A solution of 16.4 g (49.4 mmol, 88% pure) of ethyl 2-benzyl-5-fluoro-2,7-diazabicyclo[3.3.0]octane-7-carboxylate in 25 ml of absolute tetrahydrofuran is added dropwise to 4.3 g (0.11 mol) of lithium aluminum hydride in 125 ml of absolute tetrahydrofuran and the mixture is then heated overnight under reflux. It is decomposed successively with 4.5 ml each of water, 15% strength potassium hydroxide solution and water, and the inorganic salts are filtered off with suction and boiled three times wit... Reactants: COc1ncc(Br)cc1C(=O)O, CC(C)Nc1ccccc1. The reagents and catalysts are C1CCN(C1)[P+](N2CCCC2)(N3CCCC3)ON4C5=C(C=CC(=C5)Cl)N=N4.F[P-](F)(F)(F)(F)F (PyClocK), CCN(C(C)C)C(C)C (DIPEA). The solvent is CN(C)C=O (DMF), CN(C)C=O (DMF), CN(C)C=O (DMF), CN(C)C=O (DMF), CN(C)C=O (DMF), CN(C)C=O (DMF). Run at temperature 25 celsius, time 2 hour. Yields the product COc1ncc(Br)cc1C(=O)N(c1ccccc1)C(C)C. The yield is 6.1%. As a reaction SMILES: CC(C)Nc1ccccc1.COc1ncc(Br)cc1C(=O)O.C1CCN(C1)[P+](N2CCCC2)(N3CCCC3)ON4C5=C(C=CC(=C5)Cl)N=N4.F[P-](F)(F)(F)(F)F.CCN(C(C)C)C(C)C.CN(C)C=O>>COc1ncc(Br)cc1C(=O)N(c1ccccc1)C(C)C. Starting materials: BrC(C(=O)OC)C1=CC=C(C=C1)I (methyl α-bromo-α-(p-iodophenyl)acetate), ClC1=CC=C(C=C1)S (4-chlorothiophenol). Run in CO (methanol). The product is ClC1=CC=C(C=C1)SC(C(=O)OC)C1=CC=C(C=C1)I (Methyl α-(p-chlorophenylthio)-α-(p-iodophenyl)acetate). As a reaction SMILES: Br[CH:2]([C:7]1[CH:12]=[CH:11][C:10]([I:13])=[CH:9][CH:8]=1)[C:3]([O:5][CH3:6])=[O:4].[Cl:14][C:15]1[CH:20]=[CH:19][C:18]([SH:21])=[CH:17][CH:16]=1>CO>[Cl:14][C:15]1[CH:20]=[CH:19][C:18]([S:21][CH:2]([C:7]2[CH:12]=[CH:11][C:10]([I:13])=[CH:9][CH:8]=2)[C:3]([O:5][CH3:6])=[O:4])=[CH:17][CH:16]=1. Procedure: In a similar manner as in Example 29, 12.7 g of methyl α-bromo-α-(p-iodophenyl)acetate is reacted with 6.47 g of 4-chlorothiophenol in methanol to yield a white solid, mp 44°-46° C.